describe an organic reaction: reactants, conditions, products, and yield From a dataset of the Open Reaction Database (ORD), a public repository of structured organic reaction records. The reactants are FC1(CCC(CC1)C1=C(C(=NC=2CC(C[C@@H](C12)O)(C)C)C1CCN(CC1)C1=NC=C(C=N1)OC[C@@H](CO)O)[C@H](C1=CC=C(C=C1)C(F)(F)F)F)F ((5S)-4-(4,4-Difluorocyclohexyl)-2-[1-(5-{[(2R)-2,3-dihydroxypropyl]oxy}pyrimidin-2-yl)piperidin-4-yl]-3-{(S)-fluoro[4-(trifluoromethyl)phenyl]methyl}-7,7-dimethyl-5,6,7,8-tetrahydroquinolin-5-ol), Cl (hydrochloric acid), CC(=O)C (acetone). Run in COC(C)(C)C (tert-butyl methyl ether). The product is Cl.Cl.FC1(CCC(CC1)C1=C(C(=NC=2CC(C[C@@H](C12)O)(C)C)C1CCN(CC1)C1=NC=C(C=N1)OC[C@@H](CO)O)[C@H](C1=CC=C(C=C1)C(F)(F)F)F)F ((5S)-4-(4,4-Difluorocyclohexyl)-2-[1-(5-{[(2R)-2,3-dihydroxypropyl]oxy}pyrimidin-2-yl)piperidin-4-yl]-3-{(S)-fluoro[4-(trifluoromethyl)phenyl]methyl}-7,7-dimethyl-5,6,7,8-tetrahydroquinolin-5-ol dihydrochloride), powder. The yield is 50.0%. As a reaction SMILES: [ClH:1].CC(C)=O.[F:6][C:7]1([F:56])[CH2:12][CH2:11][CH:10]([C:13]2[C:22]3[C@@H:21]([OH:23])[CH2:20][C:19]([CH3:25])([CH3:24])[CH2:18][C:17]=3[N:16]=[C:15]([CH:26]3[CH2:31][CH2:30][N:29]([C:32]4[N:37]=[CH:36][C:35]([O:38][CH2:39][C@H:40]([OH:43])[CH2:41][OH:42])=[CH:34][N:33]=4)[CH2:28][CH2:27]3)[C:14]=2[C@@H:44]([F:55])[C:45]2[CH:50]=[CH:49][C:48]([C:51]([F:54])([F:53])[F:52])=[CH:47][CH:46]=2)[CH2:9][CH2:8]1>COC(C)(C)C>[ClH:1].[ClH:1].[F:56][C:7]1([F:6])[CH2:8][CH2:9][CH:10]([C:13]2[C:22]3[C@@H:21]([OH:23])[CH2:20][C:19]([CH3:24])([CH3:25])[CH2:18][C:17]=3[N:16]=[C:15]([CH:26]3[CH2:31][CH2:30][N:29]([C:32]4[N:37]=[CH:36][C:35]([O:38][CH2:39][C@H:40]([OH:43])[CH2:41][OH:42])=[CH:34][N:33]=4)[CH2:28][CH2:27]3)[C:14]=2[C@@H:44]([F:55])[C:45]2[CH:50]=[CH:49][C:48]([C:51]([F:52])([F:54])[F:53])=[CH:47][CH:46]=2)[CH2:11][CH2:12]1 |f:4.5.6|. Reported procedure: Reactions similar to those of Example 13 were performed except for using 10.8 μl (130 μmol) of 35% hydrochloric acid and using a mixed solvent of 0.43 ml of acetone and 0.43 ml of tert-butyl methyl ether instead of acetone, and from 43.3 mg (59.9 μmol) of (5S)-4-(4,4-Difluorocyclohexyl)-2-[1-(5-{[(2R)-2,3-dihydroxypropyl]oxy}pyrimidin-2-yl)piperidin-4-yl]-3-{(S)-fluoro[4-(trifluoromethyl)phenyl]methyl}-7,7-dimethyl-5,6,7,8-tetrahydroquinolin-5-ol, which was prepared by a method similar to that o...